From a dataset of the Open Reaction Database (ORD), a public repository of structured organic reaction records. describe an organic reaction: reactants, conditions, products, and yield Reactants: CC(=O)N1CCC(C(=O)O)CC1, CN(C(=O)c1ccc(F)cc1)C1CCNCC1c1ccc(Cl)c(Cl)c1. Product: CC(=O)N1CCC(C(=O)N2CCC(N(C)C(=O)c3ccc(F)cc3)C(c3ccc(Cl)c(Cl)c3)C2)CC1. Reaction SMILES: [C:26]([CH3:27])(=[O:28])[N:29]1[CH2:30][CH2:31][CH:32]([C:35](=[O:36])[OH:37])[CH2:33][CH2:34]1.[Cl:1][c:2]1[cH:3][c:4]([CH:9]2[CH2:10][NH:11][CH2:12][CH2:13][CH:14]2[N:15]([C:16]([c:17]2[cH:18][cH:19][c:20]([F:23])[cH:21][cH:22]2)=[O:24])[CH3:25])[cH:5][cH:6][c:7]1[Cl:8]>>[Cl:1][c:2]1[cH:3][c:4]([CH:9]2[CH2:10][N:11]([C:35]([CH:32]3[CH2:31][CH2:30][N:29]([C:26]([CH3:27])=[O:28])[CH2:34][CH2:33]3)=[O:36])[CH2:12][CH2:13][CH:14]2[N:15]([C:16]([c:17]2[cH:18][cH:19][c:20]([F:23])[cH:21][cH:22]2)=[O:24])[CH3:25])[cH:5][cH:6][c:7]1[Cl:8].